Dataset: the Open Reaction Database (ORD), a public repository of structured organic reaction records. Task: describe an organic reaction: reactants, conditions, products, and yield Reactants: ClC1=C(C=C(C=C1)O)[N+](=O)[O-] (4-chloro-3-nitro-phenol), ClC1=CC=C(C=C1)CBr (1-chloro-4-brommethyl benzene). Procedure details: A solution of 4-chloro-3-nitro-phenol was reacted with 1-chloro-4-brommethyl benzene using the conditions described in Example 237C to provide 4-(4-chloro-benzyloxy)-1-chloro-2-nitro-benzene which was treated sequentially using the procedures from Examples 237D and 237E to provide the title compound. As a reaction SMILES: [Cl:1][C:2]1[CH:7]=[CH:6][C:5]([OH:8])=[CH:4][C:3]=1[N+:9]([O-:11])=[O:10].[Cl:12][C:13]1[CH:18]=[CH:17][C:16]([CH2:19]Br)=[CH:15][CH:14]=1>>[Cl:12][C:13]1[CH:18]=[CH:17][C:16]([CH2:19][O:8][C:5]2[CH:6]=[CH:7][C:2]([Cl:1])=[C:3]([N+:9]([O-:11])=[O:10])[CH:4]=2)=[CH:15][CH:14]=1. The product is ClC1=CC=C(COC2=CC(=C(C=C2)Cl)[N+](=O)[O-])C=C1 (4-(4-chloro-benzyloxy)-1-chloro-2-nitro-benzene).